Dataset: the Open Reaction Database (ORD), a public repository of structured organic reaction records. Task: describe an organic reaction: reactants, conditions, products, and yield Starting materials: resultant mixture, NC=1C=CC(=C(C1)CCC=1C=C(C=CC1)NC(OC(C)(C)C)=O)NC(=O)OC(C)(C)C (tert-butyl [3-(2-{5-amino-2-[(tert-butoxycarbonyl)amino]phenyl}ethyl)phenyl]carbamate), ClC1=NC=C(C(=N1)Cl)F (2,4-dichloro-5-fluoropyrimidine), C([O-])([O-])=O.[K+].[K+] (potassium carbonate). Solvent: CN(C=O)C (N,N-dimethylformamide). The product is C(C)(C)(C)OC(=O)NC1=C(C=C(C=C1)NC1=NC(=NC=C1F)Cl)CCC=1C=C(C=CC1)NC(OC(C)(C)C)=O (tert-Butyl [3-(2-{2-[(tert-butoxycarbonyl)amino]-5-[(2-chloro-5-fluoropyrimidin-4-yl)amino]phenyl}ethyl)phenyl]carbamate). Isolated yield 63.7%. RXN SMILES: [NH2:1][C:2]1[CH:3]=[CH:4][C:5]([NH:24][C:25]([O:27][C:28]([CH3:31])([CH3:30])[CH3:29])=[O:26])=[C:6]([CH2:8][CH2:9][C:10]2[CH:11]=[C:12]([NH:16][C:17](=[O:23])[O:18][C:19]([CH3:22])([CH3:21])[CH3:20])[CH:13]=[CH:14][CH:15]=2)[CH:7]=1.[Cl:32][C:33]1[N:38]=[C:37](Cl)[C:36]([F:40])=[CH:35][N:34]=1.C(=O)([O-])[O-].[K+].[K+]>CN(C)C=O>[C:28]([O:27][C:25]([NH:24][C:5]1[CH:4]=[CH:3][C:2]([NH:1][C:35]2[C:36]([F:40])=[CH:37][N:38]=[C:33]([Cl:32])[N:34]=2)=[CH:7][C:6]=1[CH2:8][CH2:9][C:10]1[CH:11]=[C:12]([NH:16][C:17](=[O:23])[O:18][C:19]([CH3:22])([CH3:21])[CH3:20])[CH:13]=[CH:14][CH:15]=1)=[O:26])([CH3:31])([CH3:30])[CH3:29] |f:2.3.4|. Procedure details: To a solution of tert-butyl [3-(2-{5-amino-2-[(tert-butoxycarbonyl)amino]phenyl}ethyl)phenyl]carbamate (0.4 g, 0.9 mmol) and 2,4-dichloro-5-fluoropyrimidine (0.156 g, 0.936 mmol) in N,N-dimethylformamide (7 mL) was added potassium carbonate (0.662 g, 4.79 mmol). The resultant mixture was stirred overnight at rt overnight. The reaction was quenched with water. EtOAc was added and the layers were separated. The aqueous layer was extracted with EtOAc twice. The combined organic layers were washed w... The reactants are OC(Cc1ccccc1)(c1ccc(OCCCCCl)cc1)c1ccc(OCc2ccccc2)cc1, CO, Cl. Product: ClCCCCOc1ccc(C(=Cc2ccccc2)c2ccc(OCc3ccccc3)cc2)cc1. RXN SMILES: [CH2:1]([c:2]1[cH:3][cH:4][cH:5][cH:6][cH:7]1)[O:8][c:9]1[cH:10][cH:11][c:12]([C:15]([CH2:16][c:17]2[cH:18][cH:19][cH:20][cH:21][cH:22]2)([OH:23])[c:24]2[cH:25][cH:26][c:27]([O:30][CH2:31][CH2:32][CH2:33][CH2:34][Cl:35])[cH:28][cH:29]2)[cH:13][cH:14]1.[CH3:37][OH:38].[ClH:36]>>[CH2:1]([c:2]1[cH:3][cH:4][cH:5][cH:6][cH:7]1)[O:8][c:9]1[cH:10][cH:11][c:12]([C:15](=[CH:16][c:17]2[cH:18][cH:19][cH:20][cH:21][cH:22]2)[c:24]2[cH:25][cH:26][c:27]([O:30][CH2:31][CH2:32][CH2:33][CH2:34][Cl:35])[cH:28][cH:29]2)[cH:13][cH:14]1. The reactants are COC=1C=C(C=CC1)O (3-Methoxyphenol), C([O-])([O-])=O.[K+].[K+] (potassium carbonate), ClC1=C(C#N)C=CC=N1 (2-chloronicotinonitrile). The reagents and catalysts are [Cu] (copper bronze). Run in CN(C)C=O (DMF). Reaction conditions: time 45 minute. Product: COC=1C=C(OC2=NC=CC=C2C#N)C=CC1 (2-(3-methoxyphenoxy)-3-cyanopyridine). Isolated yield 90.1%. RXN SMILES: [CH3:1][O:2][C:3]1[CH:4]=[C:5]([OH:9])[CH:6]=[CH:7][CH:8]=1.C(=O)([O-])[O-].[K+].[K+].Cl[C:17]1[N:24]=[CH:23][CH:22]=[CH:21][C:18]=1[C:19]#[N:20]>CN(C=O)C.[Cu]>[CH3:1][O:2][C:3]1[CH:4]=[C:5]([CH:6]=[CH:7][CH:8]=1)[O:9][C:17]1[C:18]([C:19]#[N:20])=[CH:21][CH:22]=[CH:23][N:24]=1 |f:1.2.3|. Procedure: 3-Methoxyphenol (124 g) and anhydrous potassium carbonate (69 g) were heated together with stirring in dry DMF (500 ml) at 80° C. under an atmosphere of nitrogen. After 45 minutes, the greyish solution was cooled and 2-chloronicotinonitrile (138.5 g) and copper bronze (10 g) were added (washed in with 100 ml DMF). The resulting brown reaction mixture was heated to 125°-130° C. After 21/2 hours, the reaction mixture was cooled and filtered to remove excess copper bronze and undissolved solid mate... Product: CC(NC(=O)C=Cc1ccc(C(F)(F)F)nc1CCc1ccccc1)c1ccc(NS(C)(=O)=O)c(F)c1. Reaction SMILES: [CH2:36]([CH2:37][c:38]1[cH:39][cH:40][cH:41][cH:42][cH:43]1)[c:44]1[n:45][c:46]([C:55]([F:56])([F:57])[F:58])[cH:47][cH:48][c:49]1[CH:50]=[CH:51][C:52](=[O:53])[OH:54].[CH3:19][O:20][c:21]1[n:22][c:23]([O:24][CH3:25])[n:26][c:27]([N+:28]2([CH3:29])[CH2:30][CH2:31][O:32][CH2:33][CH2:34]2)[n:35]1.[Cl-:18].[ClH:16].[NH2:1][CH:2]([CH3:3])[c:4]1[cH:5][c:6]([F:15])[c:7]([NH:10][S:11](=[O:12])(=[O:13])[CH3:14])[cH:8][cH:9]1.[OH2:17]>>[NH:1]([CH:2]([CH3:3])[c:4]1[cH:5][c:6]([F:15])[c:7]([NH:10][S:11](=[O:12])(=[O:13])[CH3:14])[cH:8][cH:9]1)[C:52]([CH:51]=[CH:50][c:49]1[c:44]([CH2:36][CH2:37][c:38]2[cH:39][cH:40][cH:41][cH:42][cH:43]2)[n:45][c:46]([C:55]([F:56])([F:57])[F:58])[cH:47][cH:48]1)=[O:53]. Starting materials: O=C(O)C=Cc1ccc(C(F)(F)F)nc1CCc1ccccc1, COc1nc(OC)nc([N+]2(C)CCOCC2)n1, [Cl-], Cl, CC(N)c1ccc(NS(C)(=O)=O)c(F)c1, O. The reactants are C(C1=CC=CC=C1)(=O)C1=CC=CC=C1 (Benzophenone), polymethylhydrosiloxane, resultant mixture, O[C@@H]1CNCC1 ((3S)-3-hydroxypyrrolidine), resultant mixture, resultant mixture, [OH-].[Na+] (sodium hydroxide). Reagents/catalysts: CC([O-])C.CC([O-])C.CC([O-])C.CC([O-])C.[Ti+4] (Titanium(IV) tetraisopropoxide). Solvent: O1CCCC1 (tetrahydrofuran), O1CCCC1 (tetrahydrofuran). Reaction conditions: time 0.25 hour. Yields the product C1(=CC=CC=C1)C(N1C[C@H](CC1)O)C1=CC=CC=C1 ((3S)-1-Diphenylmethyl-3-hydroxypyrrolidine). Yield: 61.3%. Reaction SMILES: [C:1]([C:9]1[CH:14]=[CH:13][CH:12]=[CH:11][CH:10]=1)(=O)[C:2]1[CH:7]=[CH:6][CH:5]=[CH:4][CH:3]=1.[OH:15][C@H:16]1[CH2:20][CH2:19][NH:18][CH2:17]1.[OH-].[Na+]>O1CCCC1.CC(C)[O-].CC(C)[O-].CC(C)[O-].CC(C)[O-].[Ti+4]>[C:2]1([CH:1]([C:9]2[CH:14]=[CH:13][CH:12]=[CH:11][CH:10]=2)[N:18]2[CH2:19][CH2:20][C@H:16]([OH:15])[CH2:17]2)[CH:7]=[CH:6][CH:5]=[CH:4][CH:3]=1 |f:2.3,5.6.7.8.9|. Procedure: Benzophenone (5.47 g) was dissolved in tetrahydrofuran under an argon atmosphere. Titanium(IV) tetraisopropoxide (13.3 mL) was added to the solution at room temperature. After 0.25 h, (3S)-3-hydroxypyrrolidine (2.61 g) in tetrahydrofuran (5.5 mL) was added dropwise to the mixture, and the resultant mixture was stirred at room temperature for 1 hour. After 1 h, polymethylhydrosiloxane (5.8 mL) was added to the reaction mixture, and the resultant mixture was stirred. After 19 h, a 28 wt. % aqueous... The reactants are N(C(=O)C)C1=CC=C(C(CCl)=O)C=C1 (4-acetaminophenacyl chloride), N1=CC=CC=C1 (pyridine), CS(=O)C (dimethyl sulfoxide), N1=CC=CC=C1 (pyridine), CS(=O)C (dimethyl sulfoxide). Solvent: CCOCC (ether). Conditions: time 5 hour. Yields the product Cl.[Cl-].NC1=CC=C(C(C[N+]2=CC=CC=C2)=O)C=C1 (4-aminophenacylpyridinium chloride hydrochloride). RXN SMILES: [NH:1]([C:5]1[CH:14]=[CH:13][C:8]([C:9](=[O:12])[CH2:10][Cl:11])=[CH:7][CH:6]=1)C(C)=O.[N:15]1[CH:20]=[CH:19][CH:18]=[CH:17][CH:16]=1.CS(C)=O>CCOCC>[ClH:11].[Cl-:11].[NH2:1][C:5]1[CH:6]=[CH:7][C:8]([C:9](=[O:12])[CH2:10][N+:15]2[CH:20]=[CH:19][CH:18]=[CH:17][CH:16]=2)=[CH:13][CH:14]=1 |f:4.5.6|. Procedure details: A solution of 2.12 g of 4-acetaminophenacyl chloride, 0.83 g of pyridine, and 6.4 g of dimethyl sulfoxide was agitated for one night. 0.8 g of pyridine and 1 g of dimethyl sulfoxide were further added, and thereafter, the resulting solution was further agitated for 5 hours. 50 mL of ether was added, and acetamidophenacylpyridinium chloride was separated by filtration. The separated acetamidophenacylpyridinium chloride was dissolved into water, and the resulting solution was filtered, and thereaf... The reactants are Cl (HCl), FC1=CC=C(C[Mg]Cl)C=C1 (4-Fluorobenzyl magnesium chloride), C(C=1C(C(=O)O)=CC=CC1)(=O)O (phthalic acid). Run in CCOCC (ether), CCOCC (ether). Yields the product FC1=CC=C(CC(=O)C2=C(C(=O)O)C=CC=C2)C=C1 (2-(4-fluorobenzylcarbonyl)benzoic acid). RXN SMILES: [F:1][C:2]1[CH:10]=[CH:9][C:5]([CH2:6][Mg]Cl)=[CH:4][CH:3]=1.[C:11](O)(=[O:21])[C:12]1[C:13](=[CH:17][CH:18]=[CH:19][CH:20]=1)[C:14]([OH:16])=[O:15].Cl>CCOCC>[F:1][C:2]1[CH:10]=[CH:9][C:5]([CH2:6][C:11]([C:12]2[CH:20]=[CH:19][CH:18]=[CH:17][C:13]=2[C:14]([OH:16])=[O:15])=[O:21])=[CH:4][CH:3]=1. Procedure details: 4-Fluorobenzyl magnesium chloride (4.6 g, 25 mmol) in ether is added to phthalic acid (7.4 g, 50 mmol) in ether. The reaction mixture is stirred under reflux for 2 hours, is cooled with ice and is hydrolysed with HCl to yield 2-(4-fluorobenzylcarbonyl)benzoic acid. Solvent: O1CCCC1 (tetrahydrofuran). Yields the product ClC1=CC=C(C=C1)NC(=O)NC1C(N(C2=C(C(=N1)C1=CC=CC=C1)C=CC=C2)CC(=O)NCC)=O (3-((((4-Chlorophenyl)amino)carbonyl)amino)-N-ethyl-2,3-dihydro-2-oxo-5-phenyl-1H-1,4-benzodiazepine-1-acetamide). As a reaction SMILES: [NH2:1][CH:2]1[N:8]=[C:7]([C:9]2[CH:14]=[CH:13][CH:12]=[CH:11][CH:10]=2)[C:6]2[CH:15]=[CH:16][CH:17]=[CH:18][C:5]=2[N:4]([CH2:19][C:20]([NH:22][CH2:23][CH3:24])=[O:21])[C:3]1=[O:25].[Cl:26][C:27]1[CH:32]=[CH:31][C:30]([N:33]=[C:34]=[O:35])=[CH:29][CH:28]=1>O1CCCC1>[Cl:26][C:27]1[CH:32]=[CH:31][C:30]([NH:33][C:34]([NH:1][CH:2]2[N:8]=[C:7]([C:9]3[CH:14]=[CH:13][CH:12]=[CH:11][CH:10]=3)[C:6]3[CH:15]=[CH:16][CH:17]=[CH:18][C:5]=3[N:4]([CH2:19][C:20]([NH:22][CH2:23][CH3:24])=[O:21])[C:3]2=[O:25])=[O:35])=[CH:29][CH:28]=1. Reactants: NC1C(N(C2=C(C(=N1)C1=CC=CC=C1)C=CC=C2)CC(=O)NCC)=O (3(R,S)-amino-1,3-dihydro-1-ethylaminocarbonylmethyl-5-phenyl-2H-1,4-benzodiazepin-2-one), ClC1=CC=C(C=C1)N=C=O (4-chlorophenylisocyanate), ( d ). Reaction conditions: time 8 hour. Procedure: Equimolar amounts of 3(R,S)-amino-1,3-dihydro-1-ethylaminocarbonylmethyl-5-phenyl-2H-1,4-benzodiazepin-2-one and 4-chlorophenylisocyanate were mixed in 8 ml of dry tetrahydrofuran at room temperature. The reaction mixture was allowed to stand for 8 hours and was then filtered. The collected solids were washed with tetrahydrofuran and dried in vacuo over P2O5 to give the analytical product: m.p. 293° C. (d). Starting materials: FC(C1=CC=C(C=C1)C1=CC=CC(=N1)C=O)(F)F (6-[4-(trifluoromethyl)phenyl]-2-pyridinecarbaldehyde), ice water, [Li]CCCC (nBuLi), solution. Solvent: C1CCOC1 (THF), hexanes. Conditions: temperature 0 celsius, time 1.5 hour. Yields the product FC(C1=CC=C(C=C1)C1=CC=CC(=N1)C(CCCC)O)(F)F (1-{6-[4-(Trifluoromethyl)phenyl]-2-pyridinyl}-1-pentanol). Reaction SMILES: [F:1][C:2]([F:18])([F:17])[C:3]1[CH:8]=[CH:7][C:6]([C:9]2[N:14]=[C:13]([CH:15]=[O:16])[CH:12]=[CH:11][CH:10]=2)=[CH:5][CH:4]=1.[Li][CH2:20][CH2:21][CH2:22][CH3:23]>C1COCC1>[F:18][C:2]([F:17])([F:1])[C:3]1[CH:4]=[CH:5][C:6]([C:9]2[N:14]=[C:13]([CH:15]([OH:16])[CH2:20][CH2:21][CH2:22][CH3:23])[CH:12]=[CH:11][CH:10]=2)=[CH:7][CH:8]=1. Procedure details: A solution of 6-[4-(trifluoromethyl)phenyl]-2-pyridinecarbaldehyde (2.50 g, 9.95 mmol) in dry THF (100 mL) was cooled to 0° C. (ice/water bath) and treated with nBuLi (6.8 mL of a 1.6M solution in hexanes, 10.88 mmol) under nitrogen drop-wise over 20 minutes. The resulting deep red coloured solution was stirred at 0° C. for 1.5 hours and then quenched by the addition of aqueous HCl (2M, 10 mL) and allowed to warm to rt over about 20 minutes. The solvents were then removed under vacuum and the re...